This data is from the Open Reaction Database (ORD), a public repository of structured organic reaction records. The task is: describe an organic reaction: reactants, conditions, products, and yield Starting materials: OCCC1Cc2ccccc2CN1Cc1ccccc1, Cl. The product is OCCC1Cc2ccccc2CN1. RXN SMILES: [CH2:1]([c:2]1[cH:3][cH:4][cH:5][cH:6][cH:7]1)[N:8]1[CH2:9][c:10]2[cH:11][cH:12][cH:13][cH:14][c:15]2[CH2:16][CH:17]1[CH2:18][CH2:19][OH:20].[ClH:21]>>[NH:8]1[CH2:9][c:10]2[cH:11][cH:12][cH:13][cH:14][c:15]2[CH2:16][CH:17]1[CH2:18][CH2:19][OH:20].